The task is: describe an organic reaction: reactants, conditions, products, and yield. This data is from the Open Reaction Database (ORD), a public repository of structured organic reaction records. The reactants are CC(=O)O, CC(C)(C)OC(=O)NCCc1cccc(-c2ccc(C=C3SC(=O)NC3=O)s2)c1, C1COCCO1. Product: CC(C)(C)OC(=O)NCCc1cccc(-c2ccc(CC3SC(=O)NC3=O)s2)c1. Reaction SMILES: [CH3:36][C:37](=[O:38])[OH:39].[O:1]=[C:2]1[S:3][C:4](=[CH:8][c:9]2[cH:10][cH:11][c:12](-[c:14]3[cH:15][c:16]([CH2:17][CH2:18][NH:19][C:20]([O:21][C:22]([CH3:23])([CH3:24])[CH3:25])=[O:26])[cH:27][cH:28][cH:29]3)[s:13]2)[C:5](=[O:7])[NH:6]1.[O:30]1[CH2:31][CH2:32][O:33][CH2:34][CH2:35]1>>[O:1]=[C:2]1[S:3][CH:4]([CH2:8][c:9]2[cH:10][cH:11][c:12](-[c:14]3[cH:15][c:16]([CH2:17][CH2:18][NH:19][C:20]([O:21][C:22]([CH3:23])([CH3:24])[CH3:25])=[O:26])[cH:27][cH:28][cH:29]3)[s:13]2)[C:5](=[O:7])[NH:6]1. The reactants are COc1ccc(-c2nc(-c3ccccc3[N+](=O)[O-])c[nH]2)cc1, CCO. Yields the product COc1ccc(-c2nc(-c3ccccc3N)c[nH]2)cc1. Reaction SMILES: [CH3:1][O:2][c:3]1[cH:4][cH:5][c:6](-[c:9]2[nH:10][cH:11][c:12](-[c:14]3[c:15]([N+:20]([O-:21])=[O:22])[cH:16][cH:17][cH:18][cH:19]3)[n:13]2)[cH:7][cH:8]1.[CH3:23][CH2:24][OH:25]>>[CH3:1][O:2][c:3]1[cH:4][cH:5][c:6](-[c:9]2[nH:10][cH:11][c:12](-[c:14]3[c:15]([NH2:20])[cH:16][cH:17][cH:18][cH:19]3)[n:13]2)[cH:7][cH:8]1.